From a dataset of the Open Reaction Database (ORD), a public repository of structured organic reaction records. describe an organic reaction: reactants, conditions, products, and yield The reactants are [Br-], CC(C)C[Mg+], C1CCOC1, Cc1cc(C=O)cc(C)c1-c1ccc(C(F)(F)F)cc1. The product is Cc1cc(C(O)CC(C)C)cc(C)c1-c1ccc(C(F)(F)F)cc1. Reaction SMILES: [Br-:21].[CH2:22]([CH:23]([CH3:24])[CH3:25])[Mg+:26].[CH2:27]1[O:28][CH2:29][CH2:30][CH2:31]1.[CH3:1][c:2]1[c:3](-[c:11]2[cH:12][cH:13][c:14]([C:17]([F:18])([F:19])[F:20])[cH:15][cH:16]2)[c:4]([CH3:10])[cH:5][c:6]([CH:8]=[O:9])[cH:7]1>>[CH3:1][c:2]1[c:3](-[c:11]2[cH:12][cH:13][c:14]([C:17]([F:18])([F:19])[F:20])[cH:15][cH:16]2)[c:4]([CH3:10])[cH:5][c:6]([CH:8]([OH:9])[CH2:22][CH:23]([CH3:24])[CH3:25])[cH:7]1. Product: C(C)(C)(C)C1=C(O[Li])C(=CC(=C1)OC)C(C)(C)C (2,6-di-t-butyl 4-methoxy phenoxy lithium). Procedure: Both 10 mmol (2.2 g) of monocyclopentadienyl titanium chloride(CpTiCl3) and 100 ml of toluene were added to a 200 ml Schlenk reactor in the atmosphere of inert gas. Then, 10 mmol of 2,6-di-t-butyl 4-methoxy phenoxy lithium, so obtained from the reaction between 2,6-di-t-butyl 4-methoxy phenol and n-butyl lithium, was slowly added to the mixture. The reactional solution was stirred at room temperature and stood for 1 hour. After 1 hour, some mixture was collected and was analyzed by 1H-NMR spectr... Reaction SMILES: [C:1]([C:5]1[CH:10]=[C:9]([O:11][CH3:12])[CH:8]=[C:7]([C:13]([CH3:16])([CH3:15])[CH3:14])[C:6]=1[OH:17])([CH3:4])([CH3:3])[CH3:2].C([Li:22])CCC>C1(C)C=CC=CC=1>[C:13]([C:7]1[CH:8]=[C:9]([O:11][CH3:12])[CH:10]=[C:5]([C:1]([CH3:4])([CH3:3])[CH3:2])[C:6]=1[O:17][Li:22])([CH3:16])([CH3:15])[CH3:14]. Reactants: C(C)(C)(C)C1=C(C(=CC(=C1)OC)C(C)(C)C)O (2,6-di-t-butyl 4-methoxy phenol), C(CCC)[Li] (n-butyl lithium), monocyclopentadienyl titanium chloride(CpTiCl3). The solvent is C1(=CC=CC=C1)C (toluene). Yield: 95.0%. Reactants: ClC1=CC=2C(N3C(N(C2C=C1)CC)=CC(=N3)C(=O)OCC)=O (7-chloro-4-ethyl-4,9-dihydro-9-oxo-pyrazolo[5,1-b]quinazoline-2-carboxylic acid, ethyl ester), [OH-].[Na+] (sodium hydroxide). Run in CO (methanol). Yields the product ClC1=CC=2C(N3C(N(C2C=C1)CC)=CC(=N3)C(=O)O)=O (7-chloro-4-ethyl-4,9-dihydro-9-oxo-pyrazolo[5,1-b]quinazoline-2-carboxylic acid). RXN SMILES: [Cl:1][C:2]1[CH:11]=[CH:10][C:9]2[N:8]([CH2:12][CH3:13])[C:7]3=[CH:14][C:15]([C:17]([O:19]CC)=[O:18])=[N:16][N:6]3[C:5](=[O:22])[C:4]=2[CH:3]=1.[OH-].[Na+]>CO>[Cl:1][C:2]1[CH:11]=[CH:10][C:9]2[N:8]([CH2:12][CH3:13])[C:7]3=[CH:14][C:15]([C:17]([OH:19])=[O:18])=[N:16][N:6]3[C:5](=[O:22])[C:4]=2[CH:3]=1 |f:1.2|. Procedure: From 11.2 g of 7-chloro-4-ethyl-4,9-dihydro-9-oxo-pyrazolo[5,1-b]quinazoline-2-carboxylic acid, ethyl ester, 100 ml of 1 N aqueous sodium hydroxide and 250 ml of methanol, following the procedure of Example 14, there if obtained 7-chloro-4-ethyl-4,9-dihydro-9-oxo-pyrazolo[5,1-b]quinazoline-2-carboxylic acid; mp 267°-268° C. (d), after crystallization from dimethylformamide/methanol. Product: C(C)C1C(CC(C(C(OC(C2CCCCN2C(C(C2(C(CC(C(C(CC(CC(=C1)C)C)OC)O2)OC)C)O)=O)=O)=O)C(=CC2CC(C(CC2)OCC=CC2=CC=C(C=C2)O)OC)C)C)O)=O (17-Ethyl-1,14-dihydroxy-12-[2'-(4"-(4"'-hydroxycinnamyloxy)-3"-methoxycyclohexyl)-1'-methylvinyl]-23,25-dimethoxy-13,19,21,27-tetramethyl-11,28-dioxa-4-azatricyclo[22.3.1.04,9 ]octacos-18-ene-2,3,10,16-tetraone). Procedure: To a solution of 17-ethyl-1,14-dihydroxy-12-[2'-(4"-(4"'-t-butyldimethylsiloxycinnamyloxy)-3"-methoxycyclohexyl)-1'-methylvinyl]-23,25-dimethoxy-13,19,21,27-tetramethyl-11,28-dioxa-4-azatricyclo[22.3.1.04,9 ]octacos-18-ene-2,3,10,16-tetraone (190 mg in 2 ml tetrahydrofuran contained in a polypropylene vial) was added 500 μl of a solution of hydrogen fluoride-pyridine complex (40% in (2:1) tetrahydrofuran:pyridine) and the mixture stirred at room temperature. After 2 hours, the reaction was quenc... Starting materials: C(C)C1C(CC(C(C(OC(C2CCCCN2C(C(C2(C(CC(C(C(CC(CC(=C1)C)C)OC)O2)OC)C)O)=O)=O)=O)C(=CC2CC(C(CC2)OCC=CC2=CC=C(C=C2)O[Si](C)(C)C(C)(C)C)OC)C)C)O)=O (17-ethyl-1,14-dihydroxy-12-[2'-(4"-(4"'-t-butyldimethylsiloxycinnamyloxy)-3"-methoxycyclohexyl)-1'-methylvinyl]-23,25-dimethoxy-13,19,21,27-tetramethyl-11,28-dioxa-4-azatricyclo[22.3.1.04,9 ]octacos-18-ene-2,3,10,16-tetraone), C(C(C)[*:2])[*:1] (polypropylene), solution, N1=CC=CC=C1.F (hydrogen fluoride-pyridine). Reaction SMILES: [CH2:1]([CH:3]1[CH:29]=[C:28]([CH3:30])[CH2:27][CH:26]([CH3:31])[CH2:25][CH:24]([O:32][CH3:33])[CH:23]2[O:34][C:19]([OH:38])([CH:20]([CH3:37])[CH2:21][CH:22]2[O:35][CH3:36])[C:18](=[O:39])[C:17](=[O:40])[N:16]2[CH:11]([CH2:12][CH2:13][CH2:14][CH2:15]2)[C:10](=[O:41])[O:9][CH:8]([C:42]([CH3:70])=[CH:43][CH:44]2[CH2:49][CH2:48][CH:47]([O:50][CH2:51][CH:52]=[CH:53][C:54]3[CH:59]=[CH:58][C:57]([O:60][Si](C(C)(C)C)(C)C)=[CH:56][CH:55]=3)[CH:46]([O:68][CH3:69])[CH2:45]2)[CH:7]([CH3:71])[CH:6]([OH:72])[CH2:5][C:4]1=[O:73])[CH3:2].N1C=CC=CC=1.F>O1CCCC1>[CH2:1]([CH:3]1[CH:29]=[C:28]([CH3:30])[CH2:27][CH:26]([CH3:31])[CH2:25][CH:24]([O:32][CH3:33])[CH:23]2[O:34][C:19]([OH:38])([CH:20]([CH3:37])[CH2:21][CH:22]2[O:35][CH3:36])[C:18](=[O:39])[C:17](=[O:40])[N:16]2[CH:11]([CH2:12][CH2:13][CH2:14][CH2:15]2)[C:10](=[O:41])[O:9][CH:8]([C:42]([CH3:70])=[CH:43][CH:44]2[CH2:49][CH2:48][CH:47]([O:50][CH2:51][CH:52]=[CH:53][C:54]3[CH:59]=[CH:58][C:57]([OH:60])=[CH:56][CH:55]=3)[CH:46]([O:68][CH3:69])[CH2:45]2)[CH:7]([CH3:71])[CH:6]([OH:72])[CH2:5][C:4]1=[O:73])[CH3:2] |f:1.2|. Run in O1CCCC1 (tetrahydrofuran), O1CCCC1 (tetrahydrofuran). Run at time 2 hour. Starting materials: CCOC(=O)N1CCNCC1, ClC(Cl)Cl, O=C(CCl)c1ccc(F)cc1. The product is CCOC(=O)N1CCN(CC(=O)c2ccc(F)cc2)CC1. Reaction SMILES: [CH2:12]([CH3:13])[O:14][C:15](=[O:16])[N:17]1[CH2:18][CH2:19][NH:20][CH2:21][CH2:22]1.[CH:23]([Cl:24])([Cl:25])[Cl:26].[Cl:1][CH2:2][C:3](=[O:4])[c:5]1[cH:6][cH:7][c:8]([F:11])[cH:9][cH:10]1>>[CH2:2]([C:3](=[O:4])[c:5]1[cH:6][cH:7][c:8]([F:11])[cH:9][cH:10]1)[N:20]1[CH2:19][CH2:18][N:17]([C:15]([O:14][CH2:12][CH3:13])=[O:16])[CH2:22][CH2:21]1.